From a dataset of the Open Reaction Database (ORD), a public repository of structured organic reaction records. describe an organic reaction: reactants, conditions, products, and yield The reactants are CCO, O=C[O-], [NH4+], [OH-], [OH-], [Pd+2], COC(=O)c1cc2cc(CC(C)NC(C)c3ccccc3)ccc2[nH]1. Product: COC(=O)c1cc2cc(CC(C)N)ccc2[nH]1. RXN SMILES: [CH3:30][CH2:31][OH:32].[CH:26]([O-:27])=[O:28].[NH4+:29].[OH-:33].[OH-:35].[Pd+2:34].[c:1]1([CH:2]([CH3:3])[NH:9][CH:10]([CH2:11][c:12]2[cH:13][c:14]3[cH:15][c:16]([C:21](=[O:22])[O:23][CH3:24])[nH:17][c:18]3[cH:19][cH:20]2)[CH3:25])[cH:4][cH:5][cH:6][cH:7][cH:8]1>>[NH2:9][CH:10]([CH2:11][c:12]1[cH:13][c:14]2[cH:15][c:16]([C:21](=[O:22])[O:23][CH3:24])[nH:17][c:18]2[cH:19][cH:20]1)[CH3:25]. As a reaction SMILES: [C:7](=[O:8])([c:9]1[nH:10][cH:11][cH:12][n:13]1)[c:14]1[nH:15][cH:16][cH:17][n:18]1.[CH3:35][CH2:36][O:37][C:38](=[O:39])[CH3:40].[CH:19]1([NH:25][CH:26]2[CH2:27][CH2:28][CH2:29][CH2:30][CH2:31]2)[CH2:20][CH2:21][CH2:22][CH2:23][CH2:24]1.[Cl:32][CH2:33][Cl:34].[NH2:1][c:2]1[s:3][cH:4][cH:5][n:6]1>>[NH:1]([c:2]1[s:3][cH:4][cH:5][n:6]1)[C:7](=[O:8])[N:25]([CH:19]1[CH2:20][CH2:21][CH2:22][CH2:23][CH2:24]1)[CH:26]1[CH2:27][CH2:28][CH2:29][CH2:30][CH2:31]1. The reactants are O=C(c1ncc[nH]1)c1ncc[nH]1, CCOC(C)=O, C1CCC(NC2CCCCC2)CC1, ClCCl, Nc1nccs1. Yields the product O=C(Nc1nccs1)N(C1CCCCC1)C1CCCCC1. The reactants are Cl.N[C@@H]1CC[C@H](CC1)NC(=O)C1=C(NC2=C1N=CN=C2C2=C(C=CC(=C2)C(C)C)OCC2CC2)C (N-(trans-4-aminocyclohexyl)-4-[2-(cyclopropylmethoxy)-5-(propan-2-yl)phenyl]-6-methyl-5H-pyrrolo[3,2-d]pyrimidine-7-carboxamide hydrochloride), COCC(=O)Cl (methoxy-acetyl chloride). The product is C1(CC1)COC1=C(C=C(C=C1)C(C)C)C=1C2=C(N=CN1)C(=C(N2)C)C(=O)N[C@@H]2CC[C@H](CC2)NC(COC)=O (4-[2-(Cyclopropylmethoxy)-5-(propan-2-yl)phenyl]-N-{trans-4-[(methoxyacetyl)amino]cyclohexyl}-6-methyl-5H-pyrrolo[3,2-d]pyrimidine-7-carboxamide). RXN SMILES: Cl.[NH2:2][C@H:3]1[CH2:8][CH2:7][C@H:6]([NH:9][C:10]([C:12]2[C:16]3[N:17]=[CH:18][N:19]=[C:20]([C:21]4[CH:26]=[C:25]([CH:27]([CH3:29])[CH3:28])[CH:24]=[CH:23][C:22]=4[O:30][CH2:31][CH:32]4[CH2:34][CH2:33]4)[C:15]=3[NH:14][C:13]=2[CH3:35])=[O:11])[CH2:5][CH2:4]1.[CH3:36][O:37][CH2:38][C:39](Cl)=[O:40]>>[CH:32]1([CH2:31][O:30][C:22]2[CH:23]=[CH:24][C:25]([CH:27]([CH3:29])[CH3:28])=[CH:26][C:21]=2[C:20]2[C:15]3[NH:14][C:13]([CH3:35])=[C:12]([C:10]([NH:9][C@H:6]4[CH2:7][CH2:8][C@H:3]([NH:2][C:39](=[O:40])[CH2:38][O:37][CH3:36])[CH2:4][CH2:5]4)=[O:11])[C:16]=3[N:17]=[CH:18][N:19]=2)[CH2:33][CH2:34]1 |f:0.1|. Reported procedure: Starting from N-(trans-4-aminocyclohexyl)-4-[2-(cyclopropylmethoxy)-5-(propan-2-yl)phenyl]-6-methyl-5H-pyrrolo[3,2-d]pyrimidine-7-carboxamide hydrochloride (example D.f53) and commercially available methoxy-acetyl chloride the title compound is obtained as colorless solid. The product is Cn1ncc2c(N3CCNCC3)ncnc21. Reactants: C1CNCCN1, CC(C)O, Cn1ncc2c(Cl)ncnc21, Cn1ncc2c(O)ncnc21. As a reaction SMILES: [CH2:23]1[CH2:24][NH:25][CH2:26][CH2:27][NH:28]1.[CH:29]([OH:30])([CH3:31])[CH3:32].[Cl:1][c:2]1[c:3]2[c:4]([n:5][cH:6][n:7]1)[n:8]([CH3:11])[n:9][cH:10]2.[OH:12][c:13]1[n:14][cH:15][n:16][c:17]2[n:18]([CH3:19])[n:20][cH:21][c:22]12>>[c:2]1([N:25]2[CH2:24][CH2:23][NH:28][CH2:27][CH2:26]2)[c:3]2[c:4]([n:5][cH:6][n:7]1)[n:8]([CH3:11])[n:9][cH:10]2. The reactants are O=C([O-])[O-], COC(=O)C(C)Br, CN(C)C=O, CCOC(C)=O, CC(C)Sc1ncccc1O, Cl, [K+], [K+]. Yields the product COC(=O)C(C)Oc1cccnc1SC(C)C. Reaction SMILES: [C:19](=[O:20])([O-:21])[O-:22].[CH3:1][O:2][C:3]([CH:4]([CH3:5])[Br:6])=[O:7].[CH3:26][N:27]([CH3:28])[CH:29]=[O:30].[CH3:31][CH2:32][O:33][C:34](=[O:35])[CH3:36].[CH:8]([CH3:9])([CH3:10])[S:11][c:12]1[n:13][cH:14][cH:15][cH:16][c:17]1[OH:18].[ClH:25].[K+:23].[K+:24]>>[CH3:1][O:2][C:3]([CH:4]([CH3:5])[O:18][c:17]1[c:12]([S:11][CH:8]([CH3:9])[CH3:10])[n:13][cH:14][cH:15][cH:16]1)=[O:7]. Reactants: C([O-])([O-])=O.[K+].[K+] (potassium carbonate), C(C1=CC=CC=C1)(=O)O[C@H]1[C@@H]([C@H]2CC(O[C@H]2C1)=O)\C=C\[C@H](CC#CCC)O ((1S,5R,6R,7R)-7-benzoyloxy-6-[(1E)-(3S)-3-hydroxy-1-octen-5-ynyl]-2-oxabicyclo[3.3.0]octan-3-one), Cl (hydrochloric acid). Run in CO (methanol). Run at time 3 hour. The product is O[C@H](/C=C/[C@@H]1[C@H]2CC(O[C@H]2C[C@H]1O)=O)CC#CCC ((1S,5R,6R,7R)-6-[(1E)-(3S)-3-hydroxy-1-octen-5-ynyl]-7-hydroxy-2-oxabicyclo[3.3.0]octan-3-one). Isolated yield 92.4%. As a reaction SMILES: C(=O)([O-])[O-].[K+].[K+].C([O:15][C@@H:16]1[CH2:23][C@H:22]2[C@H:18]([CH2:19][C:20](=[O:24])[O:21]2)[C@H:17]1/[CH:25]=[CH:26]/[C@@H:27]([OH:33])[CH2:28][C:29]#[C:30][CH2:31][CH3:32])(=O)C1C=CC=CC=1.Cl>CO>[OH:33][C@@H:27]([CH2:28][C:29]#[C:30][CH2:31][CH3:32])/[CH:26]=[CH:25]/[C@H:17]1[C@H:16]([OH:15])[CH2:23][C@H:22]2[C@@H:18]1[CH2:19][C:20](=[O:24])[O:21]2 |f:0.1.2|. Procedure details: 712 mg of anhydrous potassium carbonate are introduced into a solution of 4.3 g of the alcohol prepared in Example (23d) in 47 ml of methanol and the mixture is stirred at room temperature for 3 hours. While cooling with ice, 0.72 ml of concentrated hydrochloric acid are then added dropwise to the reaction solution and the whole is concentrated in vacuo. The residue is dissolved in methylene chloride, the solution is dried over magnesium sulphate and concentrated in vacuo. The crude product is c... Reactants: FC1=C(C=CC(=C1)F)C1(OC1)C(=CC1=CC=C(C=C1)F)C (2-(2,4-difluorophenyl)-2-[1-methyl-2-(4-fluorophenyl)-ethenyl]-oxirane), N1N=CN=C1 (1,2,4-triazole), CC(C)([O-])C.[K+] (potassium t-butoxide), CN(C=O)C (N,N-dimethylformamide), ice water. Conditions: temperature 100 celsius, time 4 hour. Yields the product FC1=C(C=CC(=C1)F)C(CC=1N=NNC1)(O)C(=CC1=CC=C(C=C1)F)C (2-(2,4-difluorophenyl)-2-[1-methyl-2-(4-fluorophenyl)-ethenyl]-1-triazolyl-2-ethanol). The yield is 36.0%. As a reaction SMILES: [F:1][C:2]1[CH:7]=[C:6]([F:8])[CH:5]=[CH:4][C:3]=1[C:9]1([C:12]([CH3:21])=[CH:13][C:14]2[CH:19]=[CH:18][C:17]([F:20])=[CH:16][CH:15]=2)[CH2:11][O:10]1.[NH:22]1[CH:26]=NC=[N:23]1.CC(C)([O-])C.[K+].[CH3:33][N:34](C)C=O>>[F:1][C:2]1[CH:7]=[C:6]([F:8])[CH:5]=[CH:4][C:3]=1[C:9]([C:12]([CH3:21])=[CH:13][C:14]1[CH:19]=[CH:18][C:17]([F:20])=[CH:16][CH:15]=1)([OH:10])[CH2:11][C:33]1[N:34]=[N:23][NH:22][CH:26]=1 |f:2.3|. Procedure details: To 40 ml of N,N-dimethylformamide Were dissolved 2.0 g of 2-(2,4-difluorophenyl)-2-[1-methyl-2-(4-fluorophenyl)-ethenyl]-oxirane, 1.9 g of 1,2,4-triazole and 1.6 g of potassium t-butoxide. After 4 hours of stirring at 100° C., the reaction solution was cooled to room temperature, poured into ice water and then extracted with ethyl acetate. The resulting organic layer was washed with water and dried on anhydrous magnesium sulfate. After removing the solvent by evaporation under a reduced pressure... Reactants: B, CCOC(=O)c1ccc(NC(=O)CCCCCCCCCCBr)cc1, C1CCOC1. Yields the product CCOC(=O)c1ccc(NCCCCCCCCCCCBr)cc1. As a reaction SMILES: [BH3:26].[Br:1][CH2:2][CH2:3][CH2:4][CH2:5][CH2:6][CH2:7][CH2:8][CH2:9][CH2:10][CH2:11][C:12](=[O:13])[NH:14][c:15]1[cH:16][cH:17][c:18]([C:19](=[O:20])[O:21][CH2:22][CH3:23])[cH:24][cH:25]1.[O:27]1[CH2:28][CH2:29][CH2:30][CH2:31]1>>[Br:1][CH2:2][CH2:3][CH2:4][CH2:5][CH2:6][CH2:7][CH2:8][CH2:9][CH2:10][CH2:11][CH2:12][NH:14][c:15]1[cH:16][cH:17][c:18]([C:19](=[O:20])[O:21][CH2:22][CH3:23])[cH:24][cH:25]1. The reactants are NC1=NNC(=C1)C(C)(C)C (3-Amino-5-t-butylpyrazole), C(=O)O (formic acid). Solvent: C1(=CC=CC=C1)C (toluene). Product: C(C)(C)(C)C1=CC(=NN1)NC=O (5-t-butyl-3-formylaminopyrazole). The yield is 52.6%. Reaction SMILES: [NH2:1][C:2]1[CH:6]=[C:5]([C:7]([CH3:10])([CH3:9])[CH3:8])[NH:4][N:3]=1.[CH:11](O)=[O:12]>C1(C)C=CC=CC=1>[C:7]([C:5]1[NH:4][N:3]=[C:2]([NH:1][CH:11]=[O:12])[CH:6]=1)([CH3:10])([CH3:9])[CH3:8]. Reported procedure: To 14 g (0.1 mole) of 3-amino-5-t-butylpyrazole prepared in Example 1 were added 16.3 g (0.3 mole) of 85% formic acid and 30 ml of toluene, followed by heating under reflux conditions while separating water by distillation. When a calculated amount of water and an excessive amount of formic acid distilled out, the heating was stopped. The reaction mixture was diluted with water and then concentrated as whole, whereby crystals were precipitated. The crystals were collected by filtration, washed w...